Dataset: the Open Reaction Database (ORD), a public repository of structured organic reaction records. Task: describe an organic reaction: reactants, conditions, products, and yield Reactants: BrC1=C(C(=C(C=C1)O)Cl)Cl (4-bromo-2,3-dichlorophenol), (2R)-glycidyl 3-nitrobenzenesulfonate, C([O-])([O-])=O.[K+].[K+] (potassium carbonate), CC(=O)C (acetone). The product is BrC1=C(C(=C(C=C1)OCC1OC1)Cl)Cl (4-bromo-2,3-dichloro-oxiranylmethoxy benzene). The yield is 71.0%. As a reaction SMILES: [Br:1][C:2]1[CH:7]=[CH:6][C:5]([OH:8])=[C:4]([Cl:9])[C:3]=1[Cl:10].C(=O)([O-])[O-].[K+].[K+].[CH3:17][C:18]([CH3:20])=[O:19]>>[Br:1][C:2]1[CH:7]=[CH:6][C:5]([O:8][CH2:17][CH:18]2[CH2:20][O:19]2)=[C:4]([Cl:9])[C:3]=1[Cl:10] |f:1.2.3|. Procedure details: A solution of the crude 4-bromo-2,3-dichlorophenol (7.96 g) and (2R)-glycidyl 3-nitrobenzenesulfonate (8.52 g) in dry acetone (250 mL) was treated with potassium carbonate (13.61 g) and refluxed under nitrogen for 12 h. The reaction was cooled, filtered and filtrate was concentrated in vacuo and the residue was flash chromatographed (20% ethyl acetate/hexanes) to yield the desired product (6.94 g) in 71% yield. 1H-NMR (400 MHz, CDCl3) δ: 7.48 and 6.82 (d, 2H), 4.37 and 4.34 (dd, 1H), 4.06 and 4.... Starting materials: C1(=CC=CC=C1)C1=CC=2C(=C(N=NC2)C2=CC=CC=C2)NC1=O (3,8-Diphenyl-1H-pyrido[2,3-d]pyridazin-2-one), C([O-])([O-])=O.[Cs+].[Cs+] (cesium carbonate), ClCC=1N(N=CN1)C (3-(chloromethyl)-2-methyl-2H-[1,2,4]triazole), A-0170073, O (Water). Run in CN(C)C=O (DMF). The product is C1(=CC=CC=C1)C1=CC=2C(=C(N=NC2)C2=CC=CC=C2)N=C1OCC=1N(N=CN1)C (3,8-diphenyl-2-(2-methyl-2H-[1,2,4]triazol-3-ylmethoxy)pyrido[2,3-d]pyridazine). Reaction SMILES: [C:1]1([C:7]2[C:22](=[O:23])[NH:21][C:10]3=[C:11]([C:15]4[CH:20]=[CH:19][CH:18]=[CH:17][CH:16]=4)[N:12]=[N:13][CH:14]=[C:9]3[CH:8]=2)[CH:6]=[CH:5][CH:4]=[CH:3][CH:2]=1.C(=O)([O-])[O-].[Cs+].[Cs+].Cl[CH2:31][C:32]1[N:33]([CH3:37])[N:34]=[CH:35][N:36]=1.O>CN(C=O)C>[C:1]1([C:7]2[C:22]([O:23][CH2:31][C:32]3[N:33]([CH3:37])[N:34]=[CH:35][N:36]=3)=[N:21][C:10]3=[C:11]([C:15]4[CH:16]=[CH:17][CH:18]=[CH:19][CH:20]=4)[N:12]=[N:13][CH:14]=[C:9]3[CH:8]=2)[CH:6]=[CH:5][CH:4]=[CH:3][CH:2]=1 |f:1.2.3|. Procedure details: 3,8-Diphenyl-1H-pyrido[2,3-d]pyridazin-2-one (40 mg), cesium carbonate (174 mg) and 3-(chloromethyl)-2-methyl-2H-[1,2,4]triazole (prepared using the conditions described in EP-A-0170073) (27 mg) were stirred together at room temperature in DMF (4 ml) under nitrogen overnight. Water (25 ml) was added and the resultant solution was washed with dichloromethane (3×25 ml). The combined organic washings were dried over magnesium sulfate and concentrated in vacuo. The residue was purified by preparativ... Reactants: Cl.COC=1C=C(C=CC1OC)C=1C(C(N(N1)C1CCNCC1)=O)(C)C (5-(3,4-dimethoxyphenyl)-4,4-dimethyl-2-(piperidin-4-yl)-2,4-dihydro-3H-pyrazol-3-one hydrochloride), C(C1=CC=CC=C1)OC=1C=CC(=C(C(=O)Cl)C1)C (5-(benzyloxy)-2-methylbenzoyl chloride), Cl.COC=1C=C(C=CC1OC)C=1C(C(N(N1)C1CCNCC1)=O)(C)C (5-(3,4-dimethoxyphenyl)-4,4-dimethyl-2-(piperidin-4-yl)-2,4-dihydro-3H-pyrazol-3-one hydrochloride), C(C1=CC=CC=C1)OC=1C=CC(=C(C(=O)Cl)C1)C (5-(benzyloxy)-2-methylbenzoyl chloride). Yields the product C(C1=CC=CC=C1)OC=1C=CC(=C(C1)C(=O)N1CCC(CC1)N1N=C(C(C1=O)(C)C)C1=CC(=C(C=C1)OC)OC)C (2-(1-{[5-(Benzyloxy)-2-methylphenyl]carbonyl}piperidin-4-yl)-5-(3,4-dimethoxyphenyl)-4,4-dimethyl-2,4-dihydro-3H-pyrazol-3-one). RXN SMILES: Cl.[CH3:2][O:3][C:4]1[CH:5]=[C:6]([C:12]2[C:13]([CH3:25])([CH3:24])[C:14](=[O:23])[N:15]([CH:17]3[CH2:22][CH2:21][NH:20][CH2:19][CH2:18]3)[N:16]=2)[CH:7]=[CH:8][C:9]=1[O:10][CH3:11].[CH2:26]([O:33][C:34]1[CH:35]=[CH:36][C:37]([CH3:43])=[C:38]([CH:42]=1)[C:39](Cl)=[O:40])[C:27]1[CH:32]=[CH:31][CH:30]=[CH:29][CH:28]=1>>[CH2:26]([O:33][C:34]1[CH:35]=[CH:36][C:37]([CH3:43])=[C:38]([C:39]([N:20]2[CH2:21][CH2:22][CH:17]([N:15]3[C:14](=[O:23])[C:13]([CH3:25])([CH3:24])[C:12]([C:6]4[CH:7]=[CH:8][C:9]([O:10][CH3:11])=[C:4]([O:3][CH3:2])[CH:5]=4)=[N:16]3)[CH2:18][CH2:19]2)=[O:40])[CH:42]=1)[C:27]1[CH:28]=[CH:29][CH:30]=[CH:31][CH:32]=1 |f:0.1|. Procedure: The title compound is prepared analogously as described for GP1 using 5-(3,4-dimethoxyphenyl)-4,4-dimethyl-2-(piperidin-4-yl)-2,4-dihydro-3H-pyrazol-3-one hydrochloride (compound B1*HCl) and 5-(benzyloxy)-2-methylbenzoyl chloride (compound F2) as starting compounds. The crude product is purified by crystallization from EA and diethyl ether to yield the title compound. The reactants are CCC(=O)NC#N, CC1(C)Cc2ccccc2C1N, CCO. The product is CC1(C)Cc2ccccc2C1NC=NC#N. RXN SMILES: [CH2:13]([C:15](=[O:14])[NH:17][C:18]#[N:19])[CH3:16].[CH3:1][C:2]1([CH3:12])[CH:3]([NH2:11])[c:4]2[cH:5][cH:6][cH:7][cH:8][c:9]2[CH2:10]1.[CH3:20][CH2:21][OH:22]>>[CH3:1][C:2]1([CH3:12])[CH:3]([NH:11][CH:15]=[N:17][C:18]#[N:19])[c:4]2[cH:5][cH:6][cH:7][cH:8][c:9]2[CH2:10]1. Product: CC(=O)Nc1ccc(NC(=O)N2CCN(c3nc(-c4ccc(F)cc4F)cs3)CC2)cn1. Reactants: CC(=O)Nc1ccc(NC(=O)OCC(Cl)(Cl)Cl)cn1, CS(C)=O, CCN(C(C)C)C(C)C, Fc1ccc(-c2csc(N3CCNCC3)n2)c(F)c1, O. RXN SMILES: [C:1]([CH3:2])(=[O:3])[NH:4][c:5]1[cH:6][cH:7][c:8]([NH:11][C:12]([O:13][CH2:14][C:15]([Cl:16])([Cl:17])[Cl:18])=[O:19])[cH:9][n:10]1.[CH3:49][S:50](=[O:51])[CH3:52].[CH:39]([N:40]([CH:41]([CH3:42])[CH3:43])[CH2:44][CH3:45])([CH3:46])[CH3:47].[F:20][c:21]1[c:22](-[c:28]2[n:29][c:30]([N:33]3[CH2:34][CH2:35][NH:36][CH2:37][CH2:38]3)[s:31][cH:32]2)[cH:23][cH:24][c:25]([F:27])[cH:26]1.[OH2:48]>>[C:1]([CH3:2])(=[O:3])[NH:4][c:5]1[cH:6][cH:7][c:8]([NH:11][C:12](=[O:19])[N:36]2[CH2:35][CH2:34][N:33]([c:30]3[n:29][c:28](-[c:22]4[c:21]([F:20])[cH:26][c:25]([F:27])[cH:24][cH:23]4)[cH:32][s:31]3)[CH2:38][CH2:37]2)[cH:9][n:10]1. Starting materials: O=C1CCC(=O)N1Br, ClC(Cl)(Cl)Cl, COC(=O)c1cccc(C)c1[N+](=O)[O-], CC(C)(C#N)N=NC(C)(C)C#N. The product is COC(=O)c1cccc(CBr)c1[N+](=O)[O-]. Reaction SMILES: [Br:15][N:16]1[C:17](=[O:18])[CH2:19][CH2:20][C:21]1=[O:22].[C:35]([Cl:36])([Cl:37])([Cl:38])[Cl:39].[N+:1](=[O:2])([O-:3])[c:4]1[c:5]([C:6](=[O:7])[O:8][CH3:9])[cH:10][cH:11][cH:12][c:13]1[CH3:14].[N:23]([C:24]([CH3:25])([CH3:26])[C:27]#[N:28])=[N:29][C:30]([CH3:31])([CH3:32])[C:33]#[N:34]>>[N+:1](=[O:2])([O-:3])[c:4]1[c:5]([C:6](=[O:7])[O:8][CH3:9])[cH:10][cH:11][cH:12][c:13]1[CH2:14][Br:15]. Procedure details: A solution of 2-[2-dimethylaminophenyl]acetic acid (1.8 g) in dry tetrahydrofuran (10 cc) is added at 10° C. to a solution of lithium diisopropylamide (prepared by the action of a 1.6M solution (2.6 cc) of butyllithium in hexane on a solution of diisopropylamine (2.8 g) in dry tetrahydrofuran (30 cc) at 10° C.). The reaction mixture is stirred for 30 minutes at 20° C. and then for 30 minutes at 35° C. After cooling to 20° C., methyl iodide (0.63 cc) is added and the mixture is heated for 1 hour ... Solvent: O (water), C(C)(=O)OCC (ethyl acetate), O1CCCC1 (tetrahydrofuran), CCCCCC (hexane), O1CCCC1 (tetrahydrofuran). The product is CN(C1=C(C=CC=C1)C(C(=O)O)C)C ((RS)-2-[2-dimethylaminophenyl]propionic acid). Reactants: CN(C1=C(C=CC=C1)CC(=O)O)C (2-[2-dimethylaminophenyl]acetic acid), C(C)(C)[N-]C(C)C.[Li+] (lithium diisopropylamide), solution, C(CCC)[Li] (butyllithium), C(C)(C)NC(C)C (diisopropylamine), CI (methyl iodide). Conditions: temperature 20 celsius, time 30 minute. RXN SMILES: [CH3:1][N:2]([CH3:13])[C:3]1[CH:8]=[CH:7][CH:6]=[CH:5][C:4]=1[CH2:9][C:10]([OH:12])=[O:11].[CH:14]([N-]C(C)C)(C)C.[Li+].C([Li])CCC.C(NC(C)C)(C)C.CI>O1CCCC1.CCCCCC.O.C(OCC)(=O)C>[CH3:13][N:2]([CH3:1])[C:3]1[CH:8]=[CH:7][CH:6]=[CH:5][C:4]=1[CH:9]([CH3:14])[C:10]([OH:12])=[O:11] |f:1.2|. The reactants are ClC=1C=CC(=C(CNC(OC(C)(C)C)=O)C1)N1C(CCC1)=O (t-butyl [5-chloro-2-(2-oxopyrrolidin-1-yl)benzyl]carbamate), Cl.O1CCOCC1 (hydrogen chloride dioxane). Isolated yield 110.6%. Procedure details: (Step 3) To a solution (83 ml) of t-butyl [5-chloro-2-(2-oxopyrrolidin-1-yl)benzyl]carbamate obtained in Step 2 (2.70 g) in ethyl acetate was added 4N hydrogen chloride-dioxane solution (7.27 ml) at 0° C., and the mixture was stirred overnight at room temperature. The purified white crystals were collected by filtration, and washed with ethyl acetate to give 1-[2-(aminomethyl)-4-chlorophenyl]pyrrolidin-2-one hydrochloride (1.20 g). Yields the product Cl.NCC1=C(C=CC(=C1)Cl)N1C(CCC1)=O (1-[2-(aminomethyl)-4-chlorophenyl]pyrrolidin-2-one hydrochloride). Reaction SMILES: [Cl:1][C:2]1[CH:3]=[CH:4][C:5]([N:17]2[CH2:21][CH2:20][CH2:19][C:18]2=[O:22])=[C:6]([CH:16]=1)[CH2:7][NH:8]C(=O)OC(C)(C)C.Cl.O1CCOCC1>C(OCC)(=O)C>[ClH:1].[NH2:8][CH2:7][C:6]1[CH:16]=[C:2]([Cl:1])[CH:3]=[CH:4][C:5]=1[N:17]1[CH2:21][CH2:20][CH2:19][C:18]1=[O:22] |f:1.2,4.5|. Run in C(C)(=O)OCC (ethyl acetate). Run at time 8 hour.